From a dataset of the Open Reaction Database (ORD), a public repository of structured organic reaction records. describe an organic reaction: reactants, conditions, products, and yield Starting materials: CC(=O)O[BH-](OC(C)=O)OC(C)=O, CC(=O)O, O=CC1CCCC1, ClCCl, Cn1nnc(N(Cc2cc(C(F)(F)F)cc(C(F)(F)F)c2)C2CCCNc3cc4c(cc32)COC4)n1, [Na+]. Yields the product Cn1nnc(N(Cc2cc(C(F)(F)F)cc(C(F)(F)F)c2)C2CCCN(CC3CCCC3)c3cc4c(cc32)COC4)n1. Reaction SMILES: [C:48]([O:49][BH-:50]([O:51][C:52](=[O:53])[CH3:54])[O:55][C:56](=[O:57])[CH3:58])(=[O:59])[CH3:60].[CH3:44][C:45](=[O:46])[OH:47].[CH:37]1([CH:42]=[O:43])[CH2:38][CH2:39][CH2:40][CH2:41]1.[Cl:62][CH2:63][Cl:64].[F:1][C:2]([c:3]1[cH:4][c:5]([CH2:6][N:7]([c:8]2[n:9][n:10][n:11]([CH3:13])[n:12]2)[CH:14]2[CH2:15][CH2:16][CH2:17][NH:18][c:19]3[c:20]2[cH:21][c:22]2[c:26]([cH:27]3)[CH2:25][O:24][CH2:23]2)[cH:28][c:29]([C:31]([F:32])([F:33])[F:34])[cH:30]1)([F:35])[F:36].[Na+:61]>>[F:1][C:2]([c:3]1[cH:4][c:5]([CH2:6][N:7]([c:8]2[n:9][n:10][n:11]([CH3:13])[n:12]2)[CH:14]2[CH2:15][CH2:16][CH2:17][N:18]([CH2:42][CH:37]3[CH2:38][CH2:39][CH2:40][CH2:41]3)[c:19]3[c:20]2[cH:21][c:22]2[c:26]([cH:27]3)[CH2:25][O:24][CH2:23]2)[cH:28][c:29]([C:31]([F:32])([F:33])[F:34])[cH:30]1)([F:35])[F:36]. Reactants: CC(C)Br, O=C(c1ccccc1)c1cnc2c(C(F)(F)F)cccc2c1-c1cccc(O)c1. Yields the product CC(C)Oc1cccc(-c2c(C(=O)c3ccccc3)cnc3c(C(F)(F)F)cccc23)c1. As a reaction SMILES: [Br:30][CH:31]([CH3:32])[CH3:33].[OH:1][c:2]1[cH:3][c:4](-[c:8]2[c:9]([C:22](=[O:23])[c:24]3[cH:25][cH:26][cH:27][cH:28][cH:29]3)[cH:10][n:11][c:12]3[c:13]([C:18]([F:19])([F:20])[F:21])[cH:14][cH:15][cH:16][c:17]23)[cH:5][cH:6][cH:7]1>>[O:1]([c:2]1[cH:3][c:4](-[c:8]2[c:9]([C:22](=[O:23])[c:24]3[cH:25][cH:26][cH:27][cH:28][cH:29]3)[cH:10][n:11][c:12]3[c:13]([C:18]([F:19])([F:20])[F:21])[cH:14][cH:15][cH:16][c:17]23)[cH:5][cH:6][cH:7]1)[CH:31]([CH3:32])[CH3:33]. Starting materials: ClC1=C(OCC(=O)O)C=CC(=C1Cl)C(C)=O ((2,3-Dichloro-4-acetylphenoxy)acetic acid), C(C)(=O)O (acetic acid), Cl.CNC (dimethylamine hydrochloride), C=O (paraformaldehyde). Solvent: C(C)O (ethanol). The product is Cl.ClC1=C(OCC(=O)O)C=CC(=C1Cl)CCCN(C)C ([2,3-dichloro-4-(3-dimethylaminopropyl)phenoxy]acetic acid hydrochloride). Reaction SMILES: [Cl:1][C:2]1[C:12]([Cl:13])=[C:11]([C:14](=O)[CH3:15])[CH:10]=[CH:9][C:3]=1[O:4][CH2:5][C:6]([OH:8])=[O:7].Cl.[CH3:18][NH:19][CH3:20].C=O.[C:23](O)(=O)C>C(O)C>[ClH:1].[Cl:1][C:2]1[C:12]([Cl:13])=[C:11]([CH2:14][CH2:15][CH2:18][N:19]([CH3:23])[CH3:20])[CH:10]=[CH:9][C:3]=1[O:4][CH2:5][C:6]([OH:8])=[O:7] |f:1.2,6.7|. Procedure: (2,3-Dichloro-4-acetylphenoxy)acetic acid (U.S. Pat. No. 3,453,312) (7.89 g, 0.03 mole), dimethylamine hydrochloride (2.34 g, 0.03 mole), paraformaldehyde (1.05 g, 0.033 mol. equiv.) and glacial acetic acid (1 ml) were combined and heated on a steam bath for two hours. The reaction mixture was treated with hot ethanol (50 ml) and then cooled. The white solid was separated by filtration, washed with ethanol, dried and recrystallized from a mixture of ethanol and ether to give [2,3-dichloro-4-(3-d... Reactants: ClS(=O)(=O)C1=CC=C(OCC(=O)NC2=NC=CC=C2)C=C1 (2-[p-(chlorosulfonyl)phenoxy]-N-(2-pyridyl)acetamide), [Na].COCCCOC1=C(C(=NC=C1)CS(=O)C1=NC2=C(N1)C=CC=C2)C (2-[[[4-(3-methoxypropoxy)-3-methyl-2-pyridyl]methyl]sulfinyl]-1H-benzimidazole sodium salt). The solvent is ClCCl (dichloromethane), C(C)N(CC)CC (triethylamine). Run at time 8 hour. Product: COCCCOC1=C(C(=NC=C1)CS(=O)C1=NC2=C(N1S(=O)(=O)C1=CC=C(OCC(=O)NC3=NC=CC=C3)C=C1)C=CC=C2)C (2-(4-{[2-({[4-(3-methoxypropoxy)-3-methyl-2-pyridyl]methyl}sulfinyl)benzimidazol-1-yl]sulfonyl}phenoxy)-N-(2-pyridyl)acetamide). The yield is 75.2%. Reaction SMILES: Cl[S:2]([C:5]1[CH:21]=[CH:20][C:8]([O:9][CH2:10][C:11]([NH:13][C:14]2[CH:19]=[CH:18][CH:17]=[CH:16][N:15]=2)=[O:12])=[CH:7][CH:6]=1)(=[O:4])=[O:3].[Na].[CH3:23][O:24][CH2:25][CH2:26][CH2:27][O:28][C:29]1[CH:34]=[CH:33][N:32]=[C:31]([CH2:35][S:36]([C:38]2[NH:42][C:41]3[CH:43]=[CH:44][CH:45]=[CH:46][C:40]=3[N:39]=2)=[O:37])[C:30]=1[CH3:47]>ClCCl.C(N(CC)CC)C>[CH3:23][O:24][CH2:25][CH2:26][CH2:27][O:28][C:29]1[CH:34]=[CH:33][N:32]=[C:31]([CH2:35][S:36]([C:38]2[N:39]([S:2]([C:5]3[CH:21]=[CH:20][C:8]([O:9][CH2:10][C:11]([NH:13][C:14]4[CH:19]=[CH:18][CH:17]=[CH:16][N:15]=4)=[O:12])=[CH:7][CH:6]=3)(=[O:4])=[O:3])[C:40]3[CH:46]=[CH:45][CH:44]=[CH:43][C:41]=3[N:42]=2)=[O:37])[C:30]=1[CH3:47] |f:1.2,^1:21|. Reported procedure: 170 mg of 2-[p-(chlorosulfonyl)phenoxy]-N-(2-pyridyl)acetamide was added to 191 mg of 2-[[[4-(3-methoxypropoxy)-3-methyl-2-pyridyl]methyl]sulfinyl]-1H-benzimidazole sodium salt in dichloromethane (15 ml) and triethylamine (0.1 ml). The reaction mixture was stirred at room temperature overnight. The reaction mixture was washed with water. Organic layer was dried over anhydrous magnesium sulfate, and evaporated. Residual material was lyophilized in vacuo to give 244 mg of the titled product. Reactants: N1C(=CC2=CC=CC=C12)C=1C=CC(=C(C1)N)OC (5-(1H-Indol-2-yl)-2-methoxy-phenylamine), N(=C=S)C1=CC=C(CP(OCC)(OCC)=O)C=C1 (Diethyl 4-isothiocyanatobenzylphosphonate). Run in O1CCCC1 (tetrahydrofuran). Reaction conditions: temperature 50 celsius, time 6 hour. Product: C(C)OP(OCC)(=O)CC1=CC=C(C=C1)NC(=S)NC1=C(C=CC(=C1)C=1NC2=CC=CC=C2C1)OC ((4-{3-[5-(1H-Indol-2-yl)-2-methoxy-phenyl]-thioureido}-benzyl)-phosphonic acid diethyl ester). Reaction SMILES: [NH:1]1[C:9]2[C:4](=[CH:5][CH:6]=[CH:7][CH:8]=2)[CH:3]=[C:2]1[C:10]1[CH:11]=[CH:12][C:13]([O:17][CH3:18])=[C:14]([NH2:16])[CH:15]=1.[N:19]([C:22]1[CH:36]=[CH:35][C:25]([CH2:26][P:27](=[O:34])([O:31][CH2:32][CH3:33])[O:28][CH2:29][CH3:30])=[CH:24][CH:23]=1)=[C:20]=[S:21]>O1CCCC1>[CH2:29]([O:28][P:27]([CH2:26][C:25]1[CH:24]=[CH:23][C:22]([NH:19][C:20]([NH:16][C:14]2[CH:15]=[C:10]([C:2]3[NH:1][C:9]4[C:4]([CH:3]=3)=[CH:5][CH:6]=[CH:7][CH:8]=4)[CH:11]=[CH:12][C:13]=2[O:17][CH3:18])=[S:21])=[CH:36][CH:35]=1)(=[O:34])[O:31][CH2:32][CH3:33])[CH3:30]. Procedure: The product from Example 1 (0.119 g, 0.5 mmol) and the product from Example 23, Step A (0.157 g, 0.54 mmol) were combined in tetrahydrofuran (8 mL), briefly heated to 50° C., and then allowed to stand for 6 hours at room temperature. The reaction mixture was concentrated to dryness and the residue triturated with hexanes/ethyl acetate. The product was collected by filtration (0.14 g), mp softening at 120° C., gradual decomposition. Reactants: N1(CCOCC1)CCN (2-Morpholin-4-ylethylamine), C(C)(C)N(CC)C(C)C (diisopropylethylamine), CC(C)(OC(=O)[C@@H](CCN1C(C=2C=C3C(=CC2C1=O)C=CC=C3)=O)N[C@@H](CC(C)C)C(=O)O)C (N-[(R)-1-[(1,1-dimethylethoxy)carbonyl]-3-(1,3-dihydro-1,3-dioxo-2H-benz[f]isoindol-2-yl)propyl]-L-leucine), hydroxybenzotriazol-benzotriazoltetramethyluronium hexafluorophosphate. The solvent is CN(C)C=O (DMF), CN(C)C=O (DMF), C(C)(=O)OCC (ethyl acetate). Reaction conditions: temperature 20 celsius, time 18 hour. The product is CC(C)(C)OC([C@@H](CCN1C(C=2C=C3C(=CC2C1=O)C=CC=C3)=O)N[C@@H](CC(C)C)C(=O)NCCN3CCOCC3)=O (4-(1,3-Dihydro-1,3-dioxo-2H-benz[f]isoindol-2-yl)-2-(R)-[[3-methyl-1-(S)-[[(2-morpholin-4-ylethyl)amino]carbonyl]butyl]amino]-butanoicacid-1,1-dimethylethyl ester). As a reaction SMILES: [CH3:1][C:2]([CH3:34])([O:4][C:5]([C@H:7]([NH:25][C@H:26]([C:31]([OH:33])=O)[CH2:27][CH:28]([CH3:30])[CH3:29])[CH2:8][CH2:9][N:10]1[C:18](=[O:19])[C:17]2[CH:16]=[C:15]3[CH:20]=[CH:21][CH:22]=[CH:23][C:14]3=[CH:13][C:12]=2[C:11]1=[O:24])=[O:6])[CH3:3].[N:35]1([CH2:41][CH2:42][NH2:43])[CH2:40][CH2:39][O:38][CH2:37][CH2:36]1.C(N(C(C)C)CC)(C)C>CN(C=O)C.C(OCC)(=O)C>[CH3:3][C:2]([O:4][C:5](=[O:6])[C@H:7]([NH:25][C@H:26]([C:31]([NH:43][CH2:42][CH2:41][N:35]1[CH2:40][CH2:39][O:38][CH2:37][CH2:36]1)=[O:33])[CH2:27][CH:28]([CH3:29])[CH3:30])[CH2:8][CH2:9][N:10]1[C:18](=[O:19])[C:17]2[CH:16]=[C:15]3[CH:20]=[CH:21][CH:22]=[CH:23][C:14]3=[CH:13][C:12]=2[C:11]1=[O:24])([CH3:34])[CH3:1]. Reported procedure: 200 mg of N-[(R)-1-[(1,1-dimethylethoxy)carbonyl]-3-(1,3-dihydro-1,3-dioxo-2H-benz[f]isoindol-2-yl)propyl]-L-leucine, prepared as in Example L, was added to a stirred mixture of 0.044 mL 2-Morpholin-4-ylethylamine, 0.174 mL diisopropylethylamine, and 1 mL DMF at 0° C. 1.1 mL of 0.45M hydroxybenzotriazol-benzotriazoltetramethyluronium hexafluorophosphate in DMF was added. The mixture was warmed to 20° C. with stirring for 18 h, diluted with 30 mL ethyl acetate, washed two times with 20 mL of 10% ... The reactants are [N+](=O)([O-])C1=C(N)C=C(C=C1)OCCOC (2-nitro-5-(2-methoxyethoxy) aniline), S(=O)([O-])S(=O)[O-].[Na+].[Na+] (sodium hydrosulfite), CO (methanol), C([O-])([O-])=O.[Na+].[Na+] (sodium carbonate). Run in O (water). Yields the product NC1=C(C=C(C=C1)OCCOC)N (1,2-diamino-4-(2-methoxyethoxy) benzene). RXN SMILES: [N+:1]([C:4]1[CH:10]=[CH:9][C:8]([O:11][CH2:12][CH2:13][O:14][CH3:15])=[CH:7][C:5]=1[NH2:6])([O-])=O.CO.C(=O)([O-])[O-].[Na+].[Na+].S(S([O-])=O)([O-])=O.[Na+].[Na+]>O>[NH2:1][C:4]1[CH:10]=[CH:9][C:8]([O:11][CH2:12][CH2:13][O:14][CH3:15])=[CH:7][C:5]=1[NH2:6] |f:2.3.4,5.6.7|. Reported procedure: A mixture of 11 g. of 2-nitro-5-(2-methoxyethoxy) aniline, 220 ml. of methanol, 460 ml. of water, 40 g. sodium carbonate and 60 g. sodium hydrosulfite is refluxed for 15 minutes. The solution is concentrated, diluted with water and extracted with chloroform. Evaporation of the chloroform leaves 1,2-diamino-4-(2-methoxyethoxy) benzene as an oil, sufficiently pure for the next step. Product: c1ccc2nc(-n3ccc4cccnc43)ccc2c1. Starting materials: CN(C)C=O, Clc1ccc2ccccc2n1, [H-], [Na+], c1cnc2[nH]ccc2c1. RXN SMILES: [CH3:23][N:24]([CH3:25])[CH:26]=[O:27].[Cl:12][c:13]1[n:14][c:15]2[cH:16][cH:17][cH:18][cH:19][c:20]2[cH:21][cH:22]1.[H-:1].[Na+:2].[nH:3]1[cH:4][cH:5][c:6]2[c:7]1[n:8][cH:9][cH:10][cH:11]2>>[n:3]1(-[c:13]2[n:14][c:15]3[cH:16][cH:17][cH:18][cH:19][c:20]3[cH:21][cH:22]2)[cH:4][cH:5][c:6]2[c:7]1[n:8][cH:9][cH:10][cH:11]2. Starting materials: O1COC2=C1C=CC=C2C2(C(NC1=CC=C(C=C21)[N+](=O)[O-])=O)N2[C@H](C(=O)N(C)C)C[C@H](C2)O ((4R)-1-[3-(1,3-benzodioxol-4-yl)-5-nitro-2-oxo-2,3-dihydro-1H-indol-3-yl]-4-hydroxy-N,N-dimethyl-L-prolinamide), COC1=CC(=C(C=C1)S(=O)(=O)Cl)OC(F)(F)F (4-methoxy-2-(trifluoromethoxy)benzene sulfonyl chloride). Yields the product O1COC2=C1C=CC=C2C2(C(N(C1=CC=C(C=C21)[N+](=O)[O-])S(=O)(=O)C2=C(C=C(C=C2)OC)OC(F)(F)F)=O)N2[C@H](C(=O)N(C)C)C[C@H](C2)O ((4R)-1-(3-(1,3-benzodioxol-4-yl)-1-{[4-methoxy-2-(trifluoromethoxy)phenyl]sulfonyl}-5-nitro-2-oxo-2,3-dihydro-1H-indol-3-yl)-4-hydroxy-N,N-dimethyl-L-prolinamide). Yield: 37.5%. RXN SMILES: [O:1]1[C:5]2[CH:6]=[CH:7][CH:8]=[C:9]([C:10]3([N:23]4[CH2:32][C@H:31]([OH:33])[CH2:30][C@H:24]4[C:25]([N:27]([CH3:29])[CH3:28])=[O:26])[C:18]4[C:13](=[CH:14][CH:15]=[C:16]([N+:19]([O-:21])=[O:20])[CH:17]=4)[NH:12][C:11]3=[O:22])[C:4]=2[O:3][CH2:2]1.[CH3:34][O:35][C:36]1[CH:41]=[CH:40][C:39]([S:42](Cl)(=[O:44])=[O:43])=[C:38]([O:46][C:47]([F:50])([F:49])[F:48])[CH:37]=1>>[O:1]1[C:5]2[CH:6]=[CH:7][CH:8]=[C:9]([C:10]3([N:23]4[CH2:32][C@H:31]([OH:33])[CH2:30][C@H:24]4[C:25]([N:27]([CH3:29])[CH3:28])=[O:26])[C:18]4[C:13](=[CH:14][CH:15]=[C:16]([N+:19]([O-:21])=[O:20])[CH:17]=4)[N:12]([S:42]([C:39]4[CH:40]=[CH:41][C:36]([O:35][CH3:34])=[CH:37][C:38]=4[O:46][C:47]([F:48])([F:49])[F:50])(=[O:44])=[O:43])[C:11]3=[O:22])[C:4]=2[O:3][CH2:2]1. Procedure details: With 279 mg of the compound obtained in Step 94-2 (Isomer B) and 214 mg of 4-methoxy-2-(trifluoromethoxy)benzene sulfonyl chloride as starting materials, 163 mg of the title compound (pale yellow solid) was obtained by a similar method to Example 2. The reactants are CCOC(=O)C(C#N)=NNc1ccccc1Br, CN, O. The product is CNC(=O)C(C#N)=NNc1ccccc1Br. As a reaction SMILES: [CH2:1]([O:2][C:4]([C:5]([C:6]#[N:7])=[N:8][NH:9][c:10]1[c:11]([Br:16])[cH:12][cH:13][cH:14][cH:15]1)=[O:17])[CH3:3].[CH3:18][NH2:19].[OH2:20]>>[C:4]([C:5]([C:6]#[N:7])=[N:8][NH:9][c:10]1[c:11]([Br:16])[cH:12][cH:13][cH:14][cH:15]1)(=[O:17])[NH:19][CH3:18].